From a dataset of the Open Reaction Database (ORD), a public repository of structured organic reaction records. describe an organic reaction: reactants, conditions, products, and yield Reactants: C1CCNC1, C1CCOC1, COc1cc2c(Oc3ccc4[nH]c(C)cc4c3)ncnc2cc1OCC1CO1. The product is COc1cc2c(Oc3ccc4[nH]c(C)cc4c3)ncnc2cc1OCC(O)CN1CCCC1. Reaction SMILES: [CH2:29]1[CH2:30][CH2:31][NH:32][CH2:33]1.[CH2:34]1[O:35][CH2:36][CH2:37][CH2:38]1.[CH3:1][O:2][c:3]1[cH:4][c:5]2[c:6]([O:18][c:19]3[cH:20][c:21]4[cH:22][c:23]([CH3:28])[nH:24][c:25]4[cH:26][cH:27]3)[n:7][cH:8][n:9][c:10]2[cH:11][c:12]1[O:13][CH2:14][CH:15]1[O:16][CH2:17]1>>[CH3:1][O:2][c:3]1[cH:4][c:5]2[c:6]([O:18][c:19]3[cH:20][c:21]4[cH:22][c:23]([CH3:28])[nH:24][c:25]4[cH:26][cH:27]3)[n:7][cH:8][n:9][c:10]2[cH:11][c:12]1[O:13][CH2:14][CH:15]([OH:16])[CH2:17][N:32]1[CH2:31][CH2:30][CH2:29][CH2:33]1. The reactants are FC1=CC2=C(N=C(N2)SCCN2CCN(CC2)C=O)C=C1 (1-[2-(5-Fluorobenzimidazol-2-ylthio)ethyl]-4-formylpiperazine), Cl (hydrochloric acid). Solvent: CO (methanol). Run at time 18 hour. Yields the product FC1=CC2=C(N=C(N2)SCCN2CCNCC2)C=C1 (1-[2-(5-fluorobenzimidazol-2-ylthio)ethyl]piperazine). Isolated yield 81.8%. Reaction SMILES: [F:1][C:2]1[CH:21]=[CH:20][C:5]2[N:6]=[C:7]([S:9][CH2:10][CH2:11][N:12]3[CH2:17][CH2:16][N:15](C=O)[CH2:14][CH2:13]3)[NH:8][C:4]=2[CH:3]=1.Cl>CO>[F:1][C:2]1[CH:21]=[CH:20][C:5]2[N:6]=[C:7]([S:9][CH2:10][CH2:11][N:12]3[CH2:17][CH2:16][NH:15][CH2:14][CH2:13]3)[NH:8][C:4]=2[CH:3]=1. Procedure details: 1-[2-(5-Fluorobenzimidazol-2-ylthio)ethyl]-4-formylpiperazine (1.80 g, 5.8 mmol) was dissolved in methanol (20 mL), 12N hydrochloric acid (2 mL) was added thereto, followed by stirring for 18 hours at room temperature. The reaction mixture was concentrated under reduced pressure, and saturated ammonia-methanol was added thereto, followed by stirring for five minutes at room temperature. The solvent was removed under reduced pressure, and the residue was purified through silica gel column chromat... The reactants are [BH4-].[Na+] (NaBH4), ClC=1C=C(C=CC1Cl)C=CC(C)=O (4-(3,4-dichlorophenyl)-3-buten-2-one). Run in C(C)O (ethanol). Run at time 8 hour. The product is ClC=1C=C(C=CC1Cl)C=CC(C)O (4-(3,4-Dichlorophenyl)-3-buten-2-ol). As a reaction SMILES: [BH4-].[Na+].[Cl:3][C:4]1[CH:5]=[C:6]([CH:11]=[CH:12][C:13](=[O:15])[CH3:14])[CH:7]=[CH:8][C:9]=1[Cl:10]>C(O)C>[Cl:3][C:4]1[CH:5]=[C:6]([CH:11]=[CH:12][CH:13]([OH:15])[CH3:14])[CH:7]=[CH:8][C:9]=1[Cl:10] |f:0.1|. Procedure details: 2.25 g (0.0599 mol) of NaBH4 are added portionwise at room temperature to a suspension of 39.2 g (0.182 mol) of 4-(3,4-dichlorophenyl)-3-buten-2-one in 900 ml of ethanol and the mixture is stirred overnight at room temperature. The mixture is concentrated under vacuum, taken up in water, extracted with methylene chloride, washed with water, dried over sodium sulphate, filtered and evaporated under vacuum. The product obtained is used without subsequent purification in the following stage. Yd.: 3... The reactants are CC(=O)OC(C)=O, CO, CCOCC, Nc1cccc2cc(S(=O)(=O)O)ccc12, [Na], c1ccncc1. Product: CC(=O)Nc1cccc2cc(S(=O)(=O)O)ccc12. RXN SMILES: [CH3:22][C:23](=[O:24])[O:25][C:26](=[O:27])[CH3:28].[CH3:30][OH:31].[CH3:32][CH2:33][O:34][CH2:35][CH3:36].[NH2:1][c:2]1[c:3]2[cH:4][cH:5][c:6]([S:12](=[O:13])(=[O:14])[OH:15])[cH:7][c:8]2[cH:9][cH:10][cH:11]1.[Na:29].[cH:16]1[cH:17][cH:18][n:19][cH:20][cH:21]1>>[NH:1]([c:2]1[c:3]2[cH:4][cH:5][c:6]([S:12](=[O:13])(=[O:14])[OH:15])[cH:7][c:8]2[cH:9][cH:10][cH:11]1)[C:23]([CH3:22])=[O:24]. Starting materials: ClC1=C(C(=NC=C1)OC)C1=NC=2C(=CC=3C(N(C(C3C2)=O)C=2C=NC(=CC2)F)=O)N1 (2-(4-Chloro-2-methoxypyridin-3-yl)-6-(6-fluoropyridine-3-yl)imidazo[4,5-f]isoindole-5,7(1H, 6H)-dione), FC1=C(C(=C(C=C1F)F)F)C[C@H](C)N ((S)-1-(2,3,5,6-tetrafluorophenyl)propan-2-amine), C(C)(C)N(C(C)C)CC (N,N-diisopropylethylamine), Cl (HCl). Run in O1CCOCC1 (1,4-dioxane), C(CCC)O (n-butanol). Reaction conditions: time 8 hour. Yields the product FC1=CC=C(C=N1)N1C(C=2C=C3C(=CC2C1=O)NC(=N3)C=3C(NC=CC3N[C@H](CC3=C(C(=CC(=C3F)F)F)F)C)=O)=O ((S)-6-(6-Fluoropyridin-3-yl)-2-(2-oxo-4-((1-(2,3,5,6-tetrafluorophenyl)propan-2-yl)amino)-1,2-dihydropyridin-3-yl)imidazo[4,5-f]isoindole-5,7(1H,6H)-dione). The yield is 63.0%. Reaction SMILES: Cl[C:2]1[CH:7]=[CH:6][N:5]=[C:4]([O:8]C)[C:3]=1[C:10]1[NH:30][C:13]2=[CH:14][C:15]3[C:16](=[O:29])[N:17]([C:22]4[CH:23]=[N:24][C:25]([F:28])=[CH:26][CH:27]=4)[C:18](=[O:21])[C:19]=3[CH:20]=[C:12]2[N:11]=1.Cl.[F:32][C:33]1[C:38]([F:39])=[CH:37][C:36]([F:40])=[C:35]([F:41])[C:34]=1[CH2:42][C@@H:43]([NH2:45])[CH3:44].C(N(CC)C(C)C)(C)C>O1CCOCC1.C(O)CCC>[F:28][C:25]1[N:24]=[CH:23][C:22]([N:17]2[C:16](=[O:29])[C:15]3[CH:14]=[C:13]4[NH:30][C:10]([C:3]5[C:4](=[O:8])[NH:5][CH:6]=[CH:7][C:2]=5[NH:45][C@@H:43]([CH3:44])[CH2:42][C:34]5[C:35]([F:41])=[C:36]([F:40])[CH:37]=[C:38]([F:39])[C:33]=5[F:32])=[N:11][C:12]4=[CH:20][C:19]=3[C:18]2=[O:21])=[CH:27][CH:26]=1. Reported procedure: 2-(4-Chloro-2-methoxypyridin-3-yl)-6-(6-fluoropyridine-3-yl)imidazo[4,5-f]isoindole-5,7(1H, 6H)-dione (0.15 g, 0.35 mmol) was dissolved in 10 mL of 1,4-dioxane and 5 mL of concentrated HCl at rt. The reaction mixture was stirred at rt overnight. Then, the volatile was removed to give a yellow-brown solid. This solid was mixed with (S)-1-(2,3,5,6-tetrafluorophenyl)propan-2-amine (55 mg, 0.26 mmol), N,N-diisopropylethylamine (1 mL) and n-butanol (20 mL) in a flask. The reaction mixture was stirred...